This data is from the Open Reaction Database (ORD), a public repository of structured organic reaction records. The task is: describe an organic reaction: reactants, conditions, products, and yield RXN SMILES: [C:32](=[O:33])([O-:34])[O-:35].[CH3:1][n:2]1[cH:3][c:4]2[c:10]([cH:11]1)[S:9](=[O:12])(=[O:13])[NH:8][CH2:7][CH2:6][C:5]2=[O:14].[CH3:38][C:39](=[O:40])[CH2:41][CH3:42].[Cl:15][CH2:16][CH2:17][CH2:18][N:19]1[CH2:20][CH2:21][N:22]([c:25]2[cH:26][cH:27][c:28]([F:31])[cH:29][cH:30]2)[CH2:23][CH2:24]1.[K+:36].[K+:37]>>[CH3:1][n:2]1[cH:3][c:4]2[c:10]([cH:11]1)[S:9](=[O:12])(=[O:13])[N:8]([CH2:16][CH2:17][CH2:18][N:19]1[CH2:20][CH2:21][N:22]([c:25]3[cH:26][cH:27][c:28]([F:31])[cH:29][cH:30]3)[CH2:23][CH2:24]1)[CH2:7][CH2:6][C:5]2=[O:14]. The reactants are O=C([O-])[O-], Cn1cc2c(c1)S(=O)(=O)NCCC2=O, CCC(C)=O, Fc1ccc(N2CCN(CCCCl)CC2)cc1, [K+], [K+]. Product: Cn1cc2c(c1)S(=O)(=O)N(CCCN1CCN(c3ccc(F)cc3)CC1)CCC2=O. The reactants are CO, O=C[O-], CC(O)C1(C(=O)Nc2ccc3c(c2)c(-c2ccc(F)cc2)nn3C(c2ccccc2)(c2ccccc2)c2ccccc2)CCN(Cc2ccccc2)C1, [NH4+]. Yields the product CC(O)C1(C(=O)Nc2ccc3c(c2)c(-c2ccc(F)cc2)nn3C(c2ccccc2)(c2ccccc2)c2ccccc2)CCNC1. RXN SMILES: [CH3:58][OH:59].[CH:1]([O-:2])=[O:3].[F:5][c:6]1[cH:7][cH:8][c:9](-[c:12]2[n:13][n:14]([C:39]([c:40]3[cH:41][cH:42][cH:43][cH:44][cH:45]3)([c:46]3[cH:47][cH:48][cH:49][cH:50][cH:51]3)[c:52]3[cH:53][cH:54][cH:55][cH:56][cH:57]3)[c:15]3[cH:16][cH:17][c:18]([NH:21][C:22](=[O:23])[C:24]4([CH:36]([CH3:37])[OH:38])[CH2:25][N:26]([CH2:29][c:30]5[cH:31][cH:32][cH:33][cH:34][cH:35]5)[CH2:27][CH2:28]4)[cH:19][c:20]23)[cH:10][cH:11]1.[NH4+:4]>>[F:5][c:6]1[cH:7][cH:8][c:9](-[c:12]2[n:13][n:14]([C:39]([c:40]3[cH:41][cH:42][cH:43][cH:44][cH:45]3)([c:46]3[cH:47][cH:48][cH:49][cH:50][cH:51]3)[c:52]3[cH:53][cH:54][cH:55][cH:56][cH:57]3)[c:15]3[cH:16][cH:17][c:18]([NH:21][C:22](=[O:23])[C:24]4([CH:36]([CH3:37])[OH:38])[CH2:25][NH:26][CH2:27][CH2:28]4)[cH:19][c:20]23)[cH:10][cH:11]1. Starting materials: C1(=C(C(=O)C(=C(C1=O)Cl)Cl)Cl)Cl (chloranil), COC(=O)C1SCCC1=O (3-oxotetrahydro-2-thiophencarboxylic acid methyl ester), ClC1=C(N)C=CC=C1C (2-chloro-3-methylaniline), C1(=CC=C(C=C1)S(=O)(=O)O)C (p-toluenesulfonic acid). Run in C1(=CC=CC=C1)C (toluene), O (water). Conditions: time 1 hour. Product: COC(=O)C=1SC=CC1NC1=C(C(=CC=C1)C)Cl (3-(2-Chloro-3-methylanilino)-2-thiophencarboxylic acid methyl ester). RXN SMILES: [CH3:1][O:2][C:3]([CH:5]1[C:9](=O)[CH2:8][CH2:7][S:6]1)=[O:4].[Cl:11][C:12]1[C:18]([CH3:19])=[CH:17][CH:16]=[CH:15][C:13]=1[NH2:14].C1(C)C=CC(S(O)(=O)=O)=CC=1.C1(Cl)C(=O)C(Cl)=C(Cl)C(=O)C=1Cl>C1(C)C=CC=CC=1.O>[CH3:1][O:2][C:3]([C:5]1[S:6][CH:7]=[CH:8][C:9]=1[NH:14][C:13]1[CH:15]=[CH:16][CH:17]=[C:18]([CH3:19])[C:12]=1[Cl:11])=[O:4]. Procedure details: 15.9 g (0.1 mole) of 3-oxotetrahydro-2-thiophencarboxylic acid methyl ester, 14.2 g of 2-chloro-3-methylaniline and 200 mg of p-toluenesulfonic acid are heated in 500 ml of toluene for six hours using a water separator. 24.6 g (0.1 mole) of chloranil are then added, and the mixture is boiled for a further one hour. It is cooled and filtered; the filtrate is washed with 100 ml each of 2 N sodium hydroxide solution, sodium dithionite solution and water and concentrated; the residue is purified by ... The reactants are C1CC12C(CCCCCC2)=O (spiro[2.7]decan-4-one), CC(C)(C)[O-].[K+] (potassium tert-butylate), COC(C)(C)C.O (tert-butyl methyl ether water). Reagents/catalysts: [Br-].C[P+](C1=CC=CC=C1)(C1=CC=CC=C1)C1=CC=CC=C1 (methyltriphenylphosphonium bromide). Solvent: O1CCCC1 (tetrahydrofuran), O1CCCC1 (tetrahydrofuran). Product: C=C1C2(CC2)CCCCCC1 (4-methylenespiro[2.7]decane). The yield is 75.9%. Reaction SMILES: [CH3:1]C([O-])(C)C.[K+].[CH2:7]1[C:9]2([CH2:16][CH2:15][CH2:14][CH2:13][CH2:12][CH2:11][C:10]2=O)[CH2:8]1.COC(C)(C)C.O>[Br-].C[P+](C1C=CC=CC=1)(C1C=CC=CC=1)C1C=CC=CC=1.O1CCCC1>[CH2:1]=[C:10]1[CH2:11][CH2:12][CH2:13][CH2:14][CH2:15][CH2:16][C:9]21[CH2:7][CH2:8]2 |f:0.1,3.4,5.6|. Reported procedure: 64.3 g (180 mmol) of methyltriphenylphosphonium bromide was added while stirring under nitrogen to a solution of 19.1 g (170 mmol) of potassium tert-butylate in 350 ml of dry tetrahydrofuran and the mixture was heated to reflux. Then, a solution of 22.8 g (150 mmol) of spiro[2.7]decan-4-one in 50 ml of dry tetrahydrofuran was added dropwise to the boiling reaction mixture. The mixture was heated under reflux for a further 2 hours. After cooling, the reaction mixture was poured into 11 of tert-bu... The reactants are ice water, O1C(CCCC1)OCCCCO (4-(2-tetrahydropyranyloxy)-1-butanol), ClC=1N=C(C(=NC1)C1=CC=CC=C1)C1=CC=CC=C1 (5-chloro-2,3-diphenylpyrazine), [H-].[Na+] (sodium hydride). Solvent: O1CCCC1 (tetrahydrofuran). Conditions: time 1.5 hour. Product: C1(=CC=CC=C1)C=1N=CC(=NC1C1=CC=CC=C1)OCCCCOC1OCCCC1 (1-(5,6-diphenylpyrazin-2-yloxy)-4-(2-tetrahydropyranyloxy)butane). Isolated yield 78.8%. Reaction SMILES: [O:1]1[CH2:6][CH2:5][CH2:4][CH2:3][CH:2]1[O:7][CH2:8][CH2:9][CH2:10][CH2:11][OH:12].[H-].[Na+].Cl[C:16]1[N:17]=[C:18]([C:28]2[CH:33]=[CH:32][CH:31]=[CH:30][CH:29]=2)[C:19]([C:22]2[CH:27]=[CH:26][CH:25]=[CH:24][CH:23]=2)=[N:20][CH:21]=1>O1CCCC1>[C:28]1([C:18]2[N:17]=[CH:16][C:21]([O:12][CH2:11][CH2:10][CH2:9][CH2:8][O:7][CH:2]3[CH2:3][CH2:4][CH2:5][CH2:6][O:1]3)=[N:20][C:19]=2[C:22]2[CH:23]=[CH:24][CH:25]=[CH:26][CH:27]=2)[CH:33]=[CH:32][CH:31]=[CH:30][CH:29]=1 |f:1.2|. Procedure: 1.57 g of 4-(2-tetrahydropyranyloxy)-1-butanol was dissolved in 20 ml of tetrahydrofuran and 360 mg of 60% sodium hydride was added under ice cooling, followed by stirring at room temperature for 1.5 hours. The mixture was refluxed for 30 minutes and ice-cooled again and 2.00 g of 5-chloro-2,3-diphenylpyrazine was added. After stirring for 40 minutes, the mixture was heated to 80° C., stirred at the same temperature for 4.5 hours and then stirred at room temperature for 88 hours. The reaction so...